This data is from the Open Reaction Database (ORD), a public repository of structured organic reaction records. The task is: describe an organic reaction: reactants, conditions, products, and yield Reactants: COC=C1C(=O)NC(=O)c2ccc(-n3cccc3)cc21, CN(C)C=O, NCc1cc(=O)c(O)co1. Yields the product O=C1NC(=O)c2ccc(-n3cccc3)cc2C1=CNCc1cc(=O)c(O)co1. Reaction SMILES: [CH3:11][O:12][CH:13]=[C:14]1[C:15](=[O:30])[NH:16][C:17](=[O:29])[c:18]2[cH:19][cH:20][c:21](-[n:24]3[cH:25][cH:26][cH:27][cH:28]3)[cH:22][c:23]21.[CH3:31][N:32]([CH3:33])[CH:34]=[O:35].[NH2:1][CH2:2][c:3]1[o:4][cH:5][c:6]([OH:10])[c:7](=[O:9])[cH:8]1>>[NH:1]([CH2:2][c:3]1[o:4][cH:5][c:6]([OH:10])[c:7](=[O:9])[cH:8]1)[CH:13]=[C:14]1[C:15](=[O:30])[NH:16][C:17](=[O:29])[c:18]2[cH:19][cH:20][c:21](-[n:24]3[cH:25][cH:26][cH:27][cH:28]3)[cH:22][c:23]21. The reactants are O=C(O)c1ccc2c(=O)c3ccccc3oc2c1, O=S(Cl)Cl. The product is O=C(Cl)c1ccc2c(=O)c3ccccc3oc2c1. RXN SMILES: [O:1]=[c:2]1[c:3]2[cH:4][cH:5][cH:6][cH:7][c:8]2[o:9][c:10]2[cH:11][c:12]([C:16](=[O:17])[OH:18])[cH:13][cH:14][c:15]12.[S:19]([Cl:20])([Cl:21])=[O:22]>>[O:1]=[c:2]1[c:3]2[cH:4][cH:5][cH:6][cH:7][c:8]2[o:9][c:10]2[cH:11][c:12]([C:16](=[O:18])[Cl:21])[cH:13][cH:14][c:15]12.